From a dataset of the Open Reaction Database (ORD), a public repository of structured organic reaction records. describe an organic reaction: reactants, conditions, products, and yield The reactants are C(C1=CC=CC=C1)[C@@H](C(=O)OCC1=CC=CC=C1)CC(CSC(C)(C)C)=O (Benzyl (2R)-2-Benzyl-5-tert-butylmercapto-4-oxopentanoate), ClC1=CC(=CC=C1)C(=O)OO (meta-chloroperbenzoic acid). Run in C(Cl)Cl (CH2Cl2). Product: C(C1=CC=CC=C1)[C@@H](C(=O)OCC1=CC=CC=C1)CC(CS(=O)C(C)(C)C)=O (Benzyl (2R)-2-Benzyl-5-tert-butylsulfinyl-4-oxopentanoate). Isolated yield 99.9%. RXN SMILES: [CH2:1]([C@H:8]([CH2:19][C:20](=[O:27])[CH2:21][S:22][C:23]([CH3:26])([CH3:25])[CH3:24])[C:9]([O:11][CH2:12][C:13]1[CH:18]=[CH:17][CH:16]=[CH:15][CH:14]=1)=[O:10])[C:2]1[CH:7]=[CH:6][CH:5]=[CH:4][CH:3]=1.ClC1C=CC=C(C(OO)=[O:36])C=1>C(Cl)Cl>[CH2:1]([C@H:8]([CH2:19][C:20](=[O:27])[CH2:21][S:22]([C:23]([CH3:24])([CH3:26])[CH3:25])=[O:36])[C:9]([O:11][CH2:12][C:13]1[CH:14]=[CH:15][CH:16]=[CH:17][CH:18]=1)=[O:10])[C:2]1[CH:3]=[CH:4][CH:5]=[CH:6][CH:7]=1. Reported procedure: The resultant compound from Example 37 (44.4 mg, 0.115 mmol) in CH2Cl2 (2 ml) at -10° C. was treated with meta-chloroperbenzoic acid (25.0 mg, 0.116 mmol, 80% pure). After 2 h at -10°-0° C. the solvent was evaporated and the residue was dissolved in ethyl acetate which was washed with 1:1 10% Na2SO4 solution/ saturated NaHCO3 solution, saturated NaHCO3 solution and brine, and then dried over Na2SO4 and evaporated to afford 46.0 mg (99%) of a colorless oil. 1H NMR (CDCl3) δ7.05-7.40 (m,10H), 5.08... The reactants are C1(NCC2=CC=CC=C12)C(=O)O (2,3-dihydro-1H-isoindole-1-carboxylic acid), ClC1=CC=C(C=C1)N=C=O (4-chlorophenylisocyanate). Run in [OH-].[Na+] (NaOH), O1CCOCC1 (dioxane). Conditions: time 8 hour. Product: ClC1=CC=C(C=C1)NC(=O)C1(NCC2=CC=CC=C12)C(=O)O ((4-chlorophenylaminocarbonyl)-2,3-dihydro-1H-isoindole-1-carboxylic acid). Isolated yield 76.2%. Reaction SMILES: [CH:1]1([C:10]([OH:12])=[O:11])[C:9]2[C:4](=[CH:5][CH:6]=[CH:7][CH:8]=2)[CH2:3][NH:2]1.[Cl:13][C:14]1[CH:19]=[CH:18][C:17]([N:20]=[C:21]=[O:22])=[CH:16][CH:15]=1>[OH-].[Na+].O1CCOCC1>[Cl:13][C:14]1[CH:19]=[CH:18][C:17]([NH:20][C:21]([C:1]2([C:10]([OH:12])=[O:11])[C:9]3[C:4](=[CH:5][CH:6]=[CH:7][CH:8]=3)[CH2:3][NH:2]2)=[O:22])=[CH:16][CH:15]=1 |f:2.3|. Reported procedure: To a solution of (D,L) 2,3-dihydro-1H-isoindole-1-carboxylic acid (372 mg, 2.28 mmol) in 3N aq. NaOH (10 mL), a solution of 4-chlorophenylisocyanate (530 mg, 3.66 mmol) in dioxane (6 mL) was added. The mixture was stirred at room temperature overnight. It was then washed with Et2O (2×). The aqueous layer was separated, acidified with 4N HCl to pH 1 to 2. The product was extracted with EtOAc. The EtOAc solution was dried over Na2SO4, concentrated in vacuo to give the titled compound as a solid (5... The reactants are CCCC(C)O, COc1cc2nncc(Cl)c2cc1OC, Cl, Cc1cc(F)c(N)cc1O. Product: Cl, COc1cc2nncc(Nc3cc(O)c(C)cc3F)c2cc1OC. Reaction SMILES: [CH3:27][CH:28]([OH:29])[CH2:30][CH2:31][CH3:32].[Cl:2][c:3]1[cH:4][n:5][n:6][c:7]2[cH:8][c:9]([O:15][CH3:16])[c:10]([O:13][CH3:14])[cH:11][c:12]12.[ClH:1].[F:17][c:18]1[c:19]([NH2:20])[cH:21][c:22]([OH:26])[c:23]([CH3:25])[cH:24]1>>[ClH:2].[c:3]1([NH:20][c:19]2[c:18]([F:17])[cH:24][c:23]([CH3:25])[c:22]([OH:26])[cH:21]2)[cH:4][n:5][n:6][c:7]2[cH:8][c:9]([O:15][CH3:16])[c:10]([O:13][CH3:14])[cH:11][c:12]12. Starting materials: OCC(C)(C)C1=NN(C(=C1)NC(OCC(Cl)(Cl)Cl)=O)C1=CC=C(C=C1)C (2,2,2-Trichloroethyl 3-(1-hydroxy-2-methylpropan-2-yl)-1-p-tolyl-1H-pyrazol-5-ylcarbamate), NCC1=C(OC=2C=C3C=NN(C3=CC2)CCO)C=CC(=C1)F (2-(5-(2-(Aminomethyl)-4-fluorophenoxy)-1H-indazol-1-yl)ethanol). Solvent: CC(=O)N(C)C (DMA). Reaction conditions: time 8 hour. The product is FC=1C=CC(=C(C1)CNC(=O)NC1=CC(=NN1C1=CC=C(C=C1)C)C(CO)(C)C)OC=1C=C2C=NN(C2=CC1)CCO (1-((5-fluoro-2-(1-(2-hydroxyethyl)-1H-indazol-5-yloxy)phenyl)methyl)-3-(3-(1-hydroxy-2-methylpropan-2-yl)-1-p-tolyl-1H-pyrazol-5-yl)urea). Yield: 50.9%. Reaction SMILES: [OH:1][CH2:2][C:3]([C:6]1[CH:10]=[C:9]([NH:11][C:12](=[O:19])OCC(Cl)(Cl)Cl)[N:8]([C:20]2[CH:25]=[CH:24][C:23]([CH3:26])=[CH:22][CH:21]=2)[N:7]=1)([CH3:5])[CH3:4].[NH2:27][CH2:28][C:29]1[CH:47]=[C:46]([F:48])[CH:45]=[CH:44][C:30]=1[O:31][C:32]1[CH:33]=[C:34]2[C:38](=[CH:39][CH:40]=1)[N:37]([CH2:41][CH2:42][OH:43])[N:36]=[CH:35]2>CC(N(C)C)=O>[F:48][C:46]1[CH:45]=[CH:44][C:30]([O:31][C:32]2[CH:33]=[C:34]3[C:38](=[CH:39][CH:40]=2)[N:37]([CH2:41][CH2:42][OH:43])[N:36]=[CH:35]3)=[C:29]([CH2:28][NH:27][C:12]([NH:11][C:9]2[N:8]([C:20]3[CH:21]=[CH:22][C:23]([CH3:26])=[CH:24][CH:25]=3)[N:7]=[C:6]([C:3]([CH3:5])([CH3:4])[CH2:2][OH:1])[CH:10]=2)=[O:19])[CH:47]=1. Procedure details: 2,2,2-Trichloroethyl 3-(1-hydroxy-2-methylpropan-2-yl)-1-p-tolyl-1H-pyrazol-5-ylcarbamate (0.010 g, 0.024 mmol) was added to a minimal amount of DMA, 2-(5-(2-(Aminomethyl)-4-fluorophenoxy)-1H-indazol-1-yl)ethanol (prepared in steps E1-E6; 0.0079 g, 0.026 mmol) and DEA (0.0084 mmol, 0.048 mmol) were added, and the reaction mixture was stirred at ambient temperature overnight. The reaction mixture was concentrated to remove the majority of DMA. The residue was purified by silica gel chromatography...